This data is from the Open Reaction Database (ORD), a public repository of structured organic reaction records. The task is: describe an organic reaction: reactants, conditions, products, and yield The reactants are CC(=O)O[BH-](OC(C)=O)OC(C)=O, CCNCC, O=C1CC(C(=O)OCc2ccccc2)C1, [Cl-], ClCCl, [NH4+], [Na+]. Product: CCN(CC)C1CC(C(=O)OCc2ccccc2)C1. As a reaction SMILES: [C:21]([O:22][BH-:23]([O:24][C:25](=[O:26])[CH3:27])[O:28][C:29](=[O:30])[CH3:31])(=[O:32])[CH3:33].[CH2:16]([CH3:17])[NH:18][CH2:19][CH3:20].[CH2:1]([c:2]1[cH:3][cH:4][cH:5][cH:6][cH:7]1)[O:8][C:9](=[O:10])[CH:11]1[CH2:12][C:13](=[O:15])[CH2:14]1.[Cl-:35].[Cl:37][CH2:38][Cl:39].[NH4+:36].[Na+:34]>>[CH2:1]([c:2]1[cH:3][cH:4][cH:5][cH:6][cH:7]1)[O:8][C:9](=[O:10])[CH:11]1[CH2:12][CH:13]([N:18]([CH2:16][CH3:17])[CH2:19][CH3:20])[CH2:14]1. The reactants are O(C1=CC=CC=C1)C1=CC=C(C=C1)O (p-phenoxyphenol), [H-].[Na+] (sodium hydride), CC1=NOC(=C1)CCl (3-methyl-5-chloromethylisoxazole). Run in CS(=O)C (dimethyl sulfoxide), CS(=O)C (dimethyl sulfoxide). Conditions: temperature 50 celsius, time 30 minute. Product: O(C1=CC=CC=C1)C1=CC=C(OCC2=CC(=NO2)C)C=C1 (5-[(p-phenoxy)-phenoxymethyl]-3-methylisoxazole). As a reaction SMILES: [O:1]([C:8]1[CH:13]=[CH:12][C:11]([OH:14])=[CH:10][CH:9]=1)[C:2]1[CH:7]=[CH:6][CH:5]=[CH:4][CH:3]=1.[H-].[Na+].[CH3:17][C:18]1[CH:22]=[C:21]([CH2:23]Cl)[O:20][N:19]=1>CS(C)=O>[O:1]([C:8]1[CH:9]=[CH:10][C:11]([O:14][CH2:23][C:21]2[O:20][N:19]=[C:18]([CH3:17])[CH:22]=2)=[CH:12][CH:13]=1)[C:2]1[CH:7]=[CH:6][CH:5]=[CH:4][CH:3]=1 |f:1.2|. Procedure: At 10° to 20° C., 18.6 g of p-phenoxyphenol in 50 ml of dimethyl sulfoxide is dripped into 3.1 g of sodium hydride (85% strength in paraffin) in 100 ml of dimethyl sulfoxide. The mixture is stirred for 30 minutes at 50° C. and then 3-methyl-5-chloromethylisoxazole is dripped in at 15°-20° C. The mixture is worked up in the usual manner after 8 hours at 70° C. There is obtained 26.7 g of compound no. 31.25 of m.p. 48°-51° C. Starting materials: OC=1C=C(C=CC1)C=1CCC(NN1)=O (6-(3-hydroxyphenyl)-4,5-dihydro-3(2H)-pyridazinone), C([O-])([O-])=O.[K+].[K+] (potassium carbonate), C(C=C)Br (allyl bromide). The solvent is CC(=O)C (acetone). Product: C(C=C)OC=1C=C(C=CC1)C=1CCC(NN1)=O (6-(3-allyloxyphenyl)-4,5-dihydro-3(2H)-pyridazinone). RXN SMILES: [OH:1][C:2]1[CH:3]=[C:4]([C:8]2[CH2:9][CH2:10][C:11](=[O:14])[NH:12][N:13]=2)[CH:5]=[CH:6][CH:7]=1.C(=O)([O-])[O-].[K+].[K+].[CH2:21](Br)[CH:22]=[CH2:23]>CC(C)=O>[CH2:23]([O:1][C:2]1[CH:3]=[C:4]([C:8]2[CH2:9][CH2:10][C:11](=[O:14])[NH:12][N:13]=2)[CH:5]=[CH:6][CH:7]=1)[CH:22]=[CH2:21] |f:1.2.3|. Procedure: i. A stirred mixture of finely powdered 6-(3-hydroxyphenyl)-4,5-dihydro-3(2H)-pyridazinone (13.1g, 0.07 mole), potassium carbonate (9.5g, 0.07 mole), allyl bromide (11.75 ml, 0.14 mole), and dry acetone (250 ml) was heated under reflux for 18 hours. Evaporation of the filtered solution under reduced pressure gave 6-(3-allyloxyphenyl)-4,5-dihydro-3(2H)-pyridazinone which was washed with ether (13.66g, 86%, m.p. 111°-113° C). Crystallisation from a small volume of ethanol gave the pure pyridazinon... Procedure: 4-Phenoxyphenyl propargyl ether (33.7 g, 150 mmol) in 50 mL of N,N-diethylaniline is added to refluxing (220° C.) N,N-diethylanile (300 ml) dropwise over a period of 10 minutes under nitrogen. The mixture is stirred at reflux for 8 hours, cooled and evaporated under high vacuum (bath temp. ~80° C.) to remove solvents. The residue is distilled to give 6-phenoxy-2H-1-benzopyran; b.p. 147°-150° C./0.5 mmHg. Yields the product O(C1=CC=CC=C1)C=1C=CC2=C(C=CCO2)C1 (6-phenoxy-2H-1-benzopyran). Conditions: temperature 220 celsius. Starting materials: C(C#C)OC1=CC=C(C=C1)OC1=CC=CC=C1 (4-Phenoxyphenyl propargyl ether). Run in C(C)N(C1=CC=CC=C1)CC (N,N-diethylaniline). Reaction SMILES: [CH2:1]([O:4][C:5]1[CH:10]=[CH:9][C:8]([O:11][C:12]2[CH:17]=[CH:16][CH:15]=[CH:14][CH:13]=2)=[CH:7][CH:6]=1)[C:2]#[CH:3]>C(N(CC)C1C=CC=CC=1)C>[O:11]([C:8]1[CH:9]=[CH:10][C:5]2[O:4][CH2:1][CH:2]=[CH:3][C:6]=2[CH:7]=1)[C:12]1[CH:17]=[CH:16][CH:15]=[CH:14][CH:13]=1. Starting materials: Cc1cc(O)c2c(ccc3nc(C)[nH]c32)n1, CN(C)C=O, [NH4+], [OH-], O=P(Cl)(Cl)Cl. The product is Cc1cc(Cl)c2c(ccc3nc(C)[nH]c32)n1. Reaction SMILES: [CH3:1][c:2]1[n:3][c:4]2[c:5]([c:6]3[c:7]([OH:15])[cH:8][c:9]([CH3:14])[n:10][c:11]3[cH:12][cH:13]2)[nH:16]1.[CH3:24][N:25]([CH3:26])[CH:27]=[O:28].[NH4+:23].[OH-:22].[P:17]([Cl:18])([Cl:19])([Cl:20])=[O:21]>>[CH3:1][c:2]1[n:3][c:4]2[c:5]([c:6]3[c:7]([Cl:19])[cH:8][c:9]([CH3:14])[n:10][c:11]3[cH:12][cH:13]2)[nH:16]1. The reactants are FC1=C(C=CC(=C1)F)[N+](=O)[O-] (2,4-difluoronitrobenzene), C(C)C=1NC=C(N1)C (2-ethyl-4-methylimidazole), C(=O)([O-])[O-].[K+].[K+] (K2CO3). Solvent: C(C)#N (acetonitrile). The product is C(C)C=1N(C=C(N1)C)C1=C(C=CC(=C1)F)[N+](=O)[O-] (2-Ethyl-1-(2-nitro-5-fluorophenyl)-4-methyl-1H-imidazole). RXN SMILES: F[C:2]1[CH:7]=[C:6]([F:8])[CH:5]=[CH:4][C:3]=1[N+:9]([O-:11])=[O:10].[CH2:12]([C:14]1[NH:15][CH:16]=[C:17]([CH3:19])[N:18]=1)[CH3:13].C([O-])([O-])=O.[K+].[K+]>C(#N)C>[CH2:12]([C:14]1[N:15]([C:2]2[CH:7]=[C:6]([F:8])[CH:5]=[CH:4][C:3]=2[N+:9]([O-:11])=[O:10])[CH:16]=[C:17]([CH3:19])[N:18]=1)[CH3:13] |f:2.3.4|. Reported procedure: Combine 100 g of 2,4-difluoronitrobenzene, 69 g of 2-ethyl-4-methylimidazole and 100 g of K2CO3 in 700 mL of acetonitrile, and stir at room temperature for 4 days. Remove the solvent under vacuum. Slurry the residue in 300 mL of CH2Cl2 and chromatograph over 1 kg of silica gel using CH2Cl2. Combine the appropriate fractions and remove the solvent under vacuum. Crystallize the residue from pet ether to provide the title compound.